Task: describe an organic reaction: reactants, conditions, products, and yield. Dataset: the Open Reaction Database (ORD), a public repository of structured organic reaction records The reactants are [C-]#N.[Na+] (sodium cyanide), C(C)C1=CC=C(CBr)C=C1 (4-ethylbenzylbromide). The solvent is CS(=O)C (dimethyl sulfoxide), O (water). Conditions: time 3 hour. The product is C(C)C1=CC=C(C=C1)CC#N (4-ethylphenylacetonitrile). The yield is 93.0%. As a reaction SMILES: [C-:1]#[N:2].[Na+].[CH2:4]([C:6]1[CH:13]=[CH:12][C:9]([CH2:10]Br)=[CH:8][CH:7]=1)[CH3:5]>CS(C)=O.O>[CH2:4]([C:6]1[CH:13]=[CH:12][C:9]([CH2:10][C:1]#[N:2])=[CH:8][CH:7]=1)[CH3:5] |f:0.1|. Reported procedure: A mixture of 2.72 g (20.0 mmol) of 4-ethylbenzyl alcohol (purchased from Aldrich) and 50 ml of 47% hydrobromic acid (purchased from Wako Junyaku Kogyo) was stirred at room temperature for 30 minutes vigorously and extracted with hexane to give 3.98 g of 4-ethylbenzyl bromide as a colorless oil. Subsequently, to a solution of 1.96 g (40.0 mmol) of sodium cyanide (purchased from Kokusan Kagaku) in 20 ml of dimethyl sulfoxide (purchased from Aldrich) heated at 50 ° C. was added 3.98 g of the above ... Yields the product C(C1=CC=CC=C1)OC(C1=C(C=CC(=C1)S(=O)(=O)C)OC(N(C)C)=O)=O (2-Dimethylcarbamoyloxy-5-methanesulfonyl-benzoic acid benzyl ester). The reactants are C(C1=CC=CC=C1)OC(C1=C(C=CC(=C1)S(=O)(=O)C)O)=O (2-hydroxy-5-methanesulfonyl-benzoic acid benzyl ester), CN1CCOCC1 (N-methylmorpholine), CN(C(=O)Cl)C (N,N-dimethyl-carbamoylchloride). Reported procedure: A mixture of 1 mmol 2-hydroxy-5-methanesulfonyl-benzoic acid benzyl ester, 1.5 mmol of N-methylmorpholine and 0.2 mmol of 4-dimethylaminopyridine in 4 ml of dimethylformamide was treated with 1.3 mmol of N,N-dimethyl-carbamoylchloride. The reaction mixture was stirred at 60° for 48 hours, concentrated in vacuo and the residue taken up in 5 ml of water. Acidification with diluted hydrochloric acid and extraction with ethyl acetate yielded a crude product which was purified by chromatography (SiO2... RXN SMILES: [CH2:1]([O:8][C:9](=[O:21])[C:10]1[CH:15]=[C:14]([S:16]([CH3:19])(=[O:18])=[O:17])[CH:13]=[CH:12][C:11]=1[OH:20])[C:2]1[CH:7]=[CH:6][CH:5]=[CH:4][CH:3]=1.CN1CCOCC1.[CH3:29][N:30]([CH3:34])[C:31](Cl)=[O:32]>CN(C)C1C=CN=CC=1.CN(C)C=O>[CH2:1]([O:8][C:9](=[O:21])[C:10]1[CH:15]=[C:14]([S:16]([CH3:19])(=[O:17])=[O:18])[CH:13]=[CH:12][C:11]=1[O:20][C:31](=[O:32])[N:30]([CH3:34])[CH3:29])[C:2]1[CH:7]=[CH:6][CH:5]=[CH:4][CH:3]=1. The reagents and catalysts are CN(C1=CC=NC=C1)C (4-dimethylaminopyridine). Run in CN(C=O)C (dimethylformamide). Reaction conditions: time 48 hour. The reactants are COC1=C(CC2=CC=C(C=C2)C=CC(=O)O)C(=C(C(=C1OC)OC)OC)C (3-[4-(2,3,4,5-tetramethoxy-6-methylbenzyl)phenyl]acrylic Acid), O=[N+]([O-])[O-].[O-][N+]([O-])=O.[O-][N+]([O-])=O.[O-][N+]([O-])=O.[O-][N+]([O-])=O.[O-][N+]([O-])=O.[Ce+4].[NH4+].[NH4+] (CAN). Solvent: O (water), C(C)#N (acetonitrile), O (water). Reaction conditions: time 1 hour. Yields the product COC=1C(C(=C(C(C1OC)=O)CC1=CC=C(C=C1)C=CC(=O)O)C)=O (3-[4-(5,6-dimethoxy-3-methyl-1,4-benzoquinon-2-ylmethyl)phenyl]acrylic Acid). The yield is 83.5%. Reaction SMILES: C[O:2][C:3]1[C:20]([O:21][CH3:22])=[C:19]([O:23][CH3:24])[C:18]([O:25]C)=[C:17]([CH3:27])[C:4]=1[CH2:5][C:6]1[CH:11]=[CH:10][C:9]([CH:12]=[CH:13][C:14]([OH:16])=[O:15])=[CH:8][CH:7]=1.O=[N+]([O-])[O-].[O-][N+](=O)[O-].[O-][N+](=O)[O-].[O-][N+](=O)[O-].[O-][N+](=O)[O-].[O-][N+](=O)[O-].[Ce+4].[NH4+].[NH4+]>C(#N)C.O>[CH3:24][O:23][C:19]1[C:18](=[O:25])[C:17]([CH3:27])=[C:4]([CH2:5][C:6]2[CH:11]=[CH:10][C:9]([CH:12]=[CH:13][C:14]([OH:16])=[O:15])=[CH:8][CH:7]=2)[C:3](=[O:2])[C:20]=1[O:21][CH3:22] |f:1.2.3.4.5.6.7.8.9|. Procedure details: The compound (589 mg, 1.58 mmol) obtained in Step 1 was dissolved in a mixture of acetonitrile (30 ml) and water (10 ml), to which was added CAN (1.38 g, 2.52 mmol) and the mixture was stirred at room temperature for 1 hour. The reaction mixture was poured into water and was extracted with ether. After the extract was washed with water and dried, the solvent was distilled off. The residue was purified by a silica gel column chromatography (5% methanol-methylene chloride) to yield the title compo...